This data is from the Open Reaction Database (ORD), a public repository of structured organic reaction records. The task is: describe an organic reaction: reactants, conditions, products, and yield Reactants: CO, [N-]=[N+]=NCc1cc2cccc(Cl)c2nc1N1CCCCC1. The product is NCc1cc2cccc(Cl)c2nc1N1CCCCC1. As a reaction SMILES: [CH3:22][OH:23].[N:1](=[N+:2]=[N-:3])[CH2:4][c:5]1[c:6]([N:16]2[CH2:17][CH2:18][CH2:19][CH2:20][CH2:21]2)[n:7][c:8]2[c:9]([Cl:15])[cH:10][cH:11][cH:12][c:13]2[cH:14]1>>[NH2:1][CH2:4][c:5]1[c:6]([N:16]2[CH2:17][CH2:18][CH2:19][CH2:20][CH2:21]2)[n:7][c:8]2[c:9]([Cl:15])[cH:10][cH:11][cH:12][c:13]2[cH:14]1. Starting materials: FC1=CC=C(C=C1)N1N=C(C=C1C1=CC=C(C=C1)C)C(=O)OCC (ethyl 1-(4-fluorophenyl)-5-(4-tolyl)pyrazole-3-carboxylate), [OH-].[K+] (potassium hydroxide). Run in CO (methanol). Product: FC1=CC=C(C=C1)N1N=C(C=C1C1=CC=C(C=C1)C)C(=O)O (1-(4-fluorophenyl)-5-(4-tolyl)pyrazole-3-carboxylic acid). Isolated yield 85.1%. RXN SMILES: [F:1][C:2]1[CH:7]=[CH:6][C:5]([N:8]2[C:12]([C:13]3[CH:18]=[CH:17][C:16]([CH3:19])=[CH:15][CH:14]=3)=[CH:11][C:10]([C:20]([O:22]CC)=[O:21])=[N:9]2)=[CH:4][CH:3]=1.[OH-].[K+]>CO>[F:1][C:2]1[CH:3]=[CH:4][C:5]([N:8]2[C:12]([C:13]3[CH:18]=[CH:17][C:16]([CH3:19])=[CH:15][CH:14]=3)=[CH:11][C:10]([C:20]([OH:22])=[O:21])=[N:9]2)=[CH:6][CH:7]=1 |f:1.2|. Reported procedure: A mixture of ethyl 1-(4-fluorophenyl)-5-(4-tolyl)pyrazole-3-carboxylate (2.7 g) and potassium hydroxide (1.1 g) in methanol (40 ml) was refluxed for 30 minutes. The solvent was evaporated, and the residue was dissolved in water and washed with ethyl acetate. The aqueous layer was acidified with dilute hydrochloric acid and extracted with ethyl acetate. The extract was washed with water, dried, and concentrated, giving crystals of 1-(4-fluorophenyl)-5-(4-tolyl)pyrazole-3-carboxylic acid (2.1 g). Reactants: O=C(O)c1coc(Br)c1, CC(C)c1ccccc1S. Yields the product CC(C)c1ccccc1Sc1cc(C(=O)O)co1. Reaction SMILES: [Br:11][c:12]1[cH:13][c:14]([C:17](=[O:18])[OH:19])[cH:15][o:16]1.[CH:1]([CH3:2])([CH3:3])[c:4]1[c:5]([SH:10])[cH:6][cH:7][cH:8][cH:9]1>>[CH:1]([CH3:2])([CH3:3])[c:4]1[c:5]([S:10][c:12]2[cH:13][c:14]([C:17](=[O:18])[OH:19])[cH:15][o:16]2)[cH:6][cH:7][cH:8][cH:9]1. Reactants: CC=1C(NCC1C1=CC(=C(C=C1)N1C(=NC=C1)C)[N+](=O)[O-])=O (1,5-Dihydro-3-methyl-4-[4-(2-methyl-1H-imidazol-1-yl)-3-nitrophenyl]-2H-pyrrol-2-one), O.O.[Sn](Cl)Cl (tin (II) chloride dihydrate), C([O-])(O)=O.[Na+] (sodium bicarbonate). Solvent: C(C)O (ethanol). The product is NC=1C=C(C=CC1N1C(=NC=C1)C)C1=C(C(NC1)=O)C (4-[3-Amino-4-(2-methyl-1H-imidazol-1-yl)phenyl]-1,5-dihydro-3-methyl-2H-pyrrol-2-one). RXN SMILES: [CH3:1][C:2]1[C:3](=[O:22])[NH:4][CH2:5][C:6]=1[C:7]1[CH:12]=[CH:11][C:10]([N:13]2[CH:17]=[CH:16][N:15]=[C:14]2[CH3:18])=[C:9]([N+:19]([O-])=O)[CH:8]=1.O.O.[Sn](Cl)Cl.C(=O)(O)[O-].[Na+]>C(O)C>[NH2:19][C:9]1[CH:8]=[C:7]([C:6]2[CH2:5][NH:4][C:3](=[O:22])[C:2]=2[CH3:1])[CH:12]=[CH:11][C:10]=1[N:13]1[CH:17]=[CH:16][N:15]=[C:14]1[CH3:18] |f:1.2.3,4.5|. Procedure details: 1,5-Dihydro-3-methyl-4-[4-(2-methyl-1H-imidazol-1-yl)-3-nitrophenyl]-2H-pyrrol-2-one (7.3 g, 24 mmol) and tin (II) chloride dihydrate (28 g, 125 mmol) are combined in ethanol (330 mL), and the mixture is heated at reflux under a nitrogen atmosphere for 30 minutes. The mixture is cooled, made basic with saturated aqueous sodium bicarbonate, and filtered through celite. The filter cake is washed with ethanol, and the filtrates are evaporated. Chromatography of the residue on alumina provides the t... Reactants: Cc1ccc(S(=O)(=O)Sc2cc(C)c(CO)cc2C(C)(C)C)cc1, O=C1C=C(O)CC(CCc2ccc(O)cc2)(C2CCCCC2)O1, [K+], [K+], O=C([O-])[O-], CN(C)C=O. Product: Cc1cc(SC2=C(O)CC(CCc3ccc(O)cc3)(C3CCCCC3)OC2=O)c(C(C)(C)C)cc1CO. RXN SMILES: [C:24]([CH3:25])([CH3:26])([CH3:27])[c:28]1[c:29]([S:37][S:38]([c:39]2[cH:40][cH:41][c:42]([CH3:43])[cH:44][cH:45]2)(=[O:46])=[O:47])[cH:30][c:31]([CH3:36])[c:32]([CH2:34][OH:35])[cH:33]1.[CH:1]1([C:7]2([CH2:15][CH2:16][c:17]3[cH:18][cH:19][c:20]([OH:23])[cH:21][cH:22]3)[CH2:8][C:9]([OH:14])=[CH:10][C:11](=[O:13])[O:12]2)[CH2:2][CH2:3][CH2:4][CH2:5][CH2:6]1.[K+:48].[K+:49].[O-:50][C:51]([O-:52])=[O:53].[O:54]=[CH:55][N:56]([CH3:57])[CH3:58]>>[CH:1]1([C:7]2([CH2:15][CH2:16][c:17]3[cH:18][cH:19][c:20]([OH:23])[cH:21][cH:22]3)[CH2:8][C:9]([OH:14])=[C:10]([S:37][c:29]3[c:28]([C:24]([CH3:25])([CH3:26])[CH3:27])[cH:33][c:32]([CH2:34][OH:35])[c:31]([CH3:36])[cH:30]3)[C:11](=[O:13])[O:12]2)[CH2:2][CH2:3][CH2:4][CH2:5][CH2:6]1. The reactants are C1C(OCO1)CO (glycerol formal), N1=CC=CC=C1 (pyridine), C(C)(=O)OC(C)=O (acetic anhydride). Product: 1,3-dioxolane 4-methyl acetate, C(C)(=O)OC1COCOC1 (1,3-dioxan-5-yl acetate). Yield: 37.0%. Reaction SMILES: [CH2:1]1[O:5][CH2:4][O:3][CH:2]1[CH2:6][OH:7].N1C=CC=CC=1.[C:14](OC(=O)C)(=[O:16])[CH3:15]>>[C:14]([O:7][CH:6]1[CH2:2][O:3][CH2:4][O:5][CH2:1]1)(=[O:16])[CH3:15]. Procedure details: A mixture of 10.0 g (96 mmole) of glycerol formal, 8.35 g (105 mmole) of pyridine, and 20 ml of acetic anhydride was stirred at ambient temperature under protection from moisture. After a period ranging from a few hours to 5 days, the solution was fractionally distilled under vacuum. The early fractions consisted primarily of pyridine, acetic acid, and acetic anhydride. The bulk of the product distilled at 56°-57° (1.1 mm). The product fractions (10.8 g) were separated into the 5- and 6-membered... Reactants: C([O-])([O-])=O.[K+].[K+] (potassium carbonate), C(CS)(=O)OC (methyl thioglycolate), ClC1=C(CCC(C1)C)C=O (2-chloro-4-methyl-cyclohex-1-enecarbaldehyde). Solvent: CN(C)C=O (DMF). Conditions: temperature 100 celsius. Yields the product COC(=O)C1=CC2=C(S1)CC(CC2)C (6-methyl-4,5,6,7-tetrahydro-benzo[b]thiophene-2-carboxylic acid methyl ester). The yield is 69.1%. As a reaction SMILES: Cl[C:2]1[CH2:7][CH:6]([CH3:8])[CH2:5][CH2:4][C:3]=1[CH:9]=O.C(=O)([O-])[O-].[K+].[K+].[C:17]([O:21][CH3:22])(=[O:20])[CH2:18][SH:19]>CN(C=O)C>[CH3:22][O:21][C:17]([C:18]1[S:19][C:2]2[CH2:7][CH:6]([CH3:8])[CH2:5][CH2:4][C:3]=2[CH:9]=1)=[O:20] |f:1.2.3|. Procedure: 769 mg of the crude 2-chloro-4-methyl-cyclohex-1-enecarbaldehyde obtained in step a) were dissolved in DMF (10 ml). Then 837 mg (6.06 mmol) of potassium carbonate and 440 μl (4.85 mmol) of methyl thioglycolate were added and the mixture was heated to 100° C. for 16 h. After cooling to RT, the solvent was removed in vacuo. Water was added to the remaining residue and the mixture was extracted with ethyl acetate. The organic extracts were then washed with 50% sodium chloride solution, dried (MgSO4... The reactants are P(=O)(Cl)(Cl)Cl (phosphoryl chloride), C1(=CC=CC=C1)C(C)N1C=NC=C1C(=O)N ((+)-1-(1-phenylethyl)-1H-imidazole-5-carboxamide), ice water. Solvent: N1=CC=CC=C1 (pyridine). The product is C1(=CC=CC=C1)C(C)N1C=NC=C1C#N ((+)-1-(1-phenylethyl)-1H-imidazole-5 -carbonitrile). RXN SMILES: [C:1]1([CH:7]([N:9]2[C:13]([C:14]([NH2:16])=O)=[CH:12][N:11]=[CH:10]2)[CH3:8])[CH:6]=[CH:5][CH:4]=[CH:3][CH:2]=1.P(Cl)(Cl)(Cl)=O>N1C=CC=CC=1>[C:1]1([CH:7]([N:9]2[C:13]([C:14]#[N:16])=[CH:12][N:11]=[CH:10]2)[CH3:8])[CH:6]=[CH:5][CH:4]=[CH:3][CH:2]=1. Procedure details: To a stirred and cooled (-10° C.) solution of 3.7 parts of (+)-1-(1-phenylethyl)-1H-imidazole-5-carboxamide in 50 parts of pyridine are added dropwise, during a 15 minute period, 3.4 parts of phosphoryl chloride. The mixture is allowed to reach room temperature; then heated in a boiling water-bath for 1.5 hrs. The reaction mixture is cooled to room temperature and poured onto 250 parts of ice-water. The precipitated product is filtered off, washed with water and dissolved in trichloromethane. Th... Reactants: solution, C[C@@H](CC#CC(C)O)COC1OCCCC1 ((2RS,6S)-6-methyl-7-[(RS)-(3,4,5,6-tetrahydro-2H-pyran-2-yl)oxy]hept-3-in-2-ol). Reagents/catalysts: [O-2].[O-2].[Mn+4] (manganese dioxide). Run in C1CCOC1 (THF), C1CCOC1 (THF). Reaction conditions: time 48 hour. Product: C[C@@H](CC#CC(C)=O)COC1OCCCC1 ((S)-6-Methyl-7-[(RS)-(3,4,5,6-tetrahydro-2H-pyran-2-yl)oxy]hept-3-in-2-one). The yield is 94.1%. Reaction SMILES: [CH3:1][C@H:2]([CH2:9][O:10][CH:11]1[CH2:16][CH2:15][CH2:14][CH2:13][O:12]1)[CH2:3][C:4]#[C:5][CH:6]([OH:8])[CH3:7]>C1COCC1.[O-2].[O-2].[Mn+4]>[CH3:1][C@H:2]([CH2:9][O:10][CH:11]1[CH2:16][CH2:15][CH2:14][CH2:13][O:12]1)[CH2:3][C:4]#[C:5][C:6](=[O:8])[CH3:7] |f:2.3.4|. Procedure details: A 300 g (1.3255 mol) solution of (2RS,6S)-6-methyl-7-[(RS)-(3,4,5,6-tetrahydro-2H-pyran-2-yl)oxy]hept-3-in-2-ol, dissolved in 600 ml of THF, is added by stirring to a suspension of 1500 g manganese dioxide in 2250 ml of THF, and stirring is continued at room temperature for 48 hours. The suspension is then filtered over silica gel and the solvent is removed in vacuo. 280 g of the product is obtained.